This data is from the Open Reaction Database (ORD), a public repository of structured organic reaction records. The task is: describe an organic reaction: reactants, conditions, products, and yield Starting materials: CC1=C(O)C=C(C=C1O)C (2,5-dimethylresorcinol), C=O (formaldehyde), C(C)O (ethanol), aqueous solution. The reagents and catalysts are Cl (hydrochloric acid). The solvent is O (water). Product: CC1(C(O)C=C(C=C1O)C)C=O (2,5-Dimethylresorcinol-formaldehyde). As a reaction SMILES: [CH3:1][C:2]1[C:8]([OH:9])=[CH:7][C:6]([CH3:10])=[CH:5][C:3]=1[OH:4].[CH2:11]([OH:13])C.C=O>Cl.O>[CH3:1][C:2]1([CH:11]=[O:13])[C:8]([OH:9])=[CH:7][C:6]([CH3:10])=[CH:5][CH:3]1[OH:4]. Procedure: To a solution of 691 g. of 2,5-dimethylresorcinol in 1 l. of ethanol were added 348 g. of a 37% aqueous solution of formaldehyde and 0.5 ml. of 35% conc. hydrochloric acid as a catalyst. The resulting mixture was heated in the same manner as in the Synthesis example 1 and poured into 5 l. of a cold water to give a pale brown powdery resin. Starting materials: ClC1=NC=C(C(=N1)C)F (2-chloro-5-fluoro-4-methylpyrimidine), C(C)(C)(C)OC(=O)N1CCC(CC1)[C@H]1[C@H](C1)CCO (rac cis-tert-Butyl-4-[-2-(2-hydroxyethyl)cyclopropyl]piperidine-1-carboxylate). Reaction conditions: temperature 90 celsius. The product is FC=1C(=NC(=NC1)N1CCC(CC1)C1C(C1)CCO)C (2-{2-[1-(5-fluoro-4-methylpyrimidin-2-yl)piperidin-4-yl]cyclopropyl}ethanol). As a reaction SMILES: Cl[C:2]1[N:7]=[C:6]([CH3:8])[C:5]([F:9])=[CH:4][N:3]=1.C(OC([N:17]1[CH2:22][CH2:21][CH:20]([C@@H:23]2[CH2:25][C@@H:24]2[CH2:26][CH2:27][OH:28])[CH2:19][CH2:18]1)=O)(C)(C)C>>[F:9][C:5]1[C:6]([CH3:8])=[N:7][C:2]([N:17]2[CH2:22][CH2:21][CH:20]([CH:23]3[CH2:25][CH:24]3[CH2:26][CH2:27][OH:28])[CH2:19][CH2:18]2)=[N:3][CH:4]=1. Procedure: The titled compound was prepared from 2-chloro-5-fluoro-4-methylpyrimidine and rac cis-tert-Butyl-4-[-2-(2-hydroxyethyl)cyclopropyl]piperidine-1-carboxylate by a procedure analogous to example 6 step 2, with the exception of reaction temperature. The reaction was heated at 90° C. for 2 h.